This data is from the Open Reaction Database (ORD), a public repository of structured organic reaction records. The task is: describe an organic reaction: reactants, conditions, products, and yield Reactants: B, C1CCOC1, CSC, CO, N#Cc1ccc(OC2CCCCCC2)cc1, Cl. The product is NCc1ccc(OC2CCCCCC2)cc1. RXN SMILES: [BH3:20].[CH2:24]1[O:25][CH2:26][CH2:27][CH2:28]1.[CH3:17][S:18][CH3:19].[CH3:21][OH:22].[CH:1]1([O:8][c:9]2[cH:10][cH:11][c:12]([C:13]#[N:14])[cH:15][cH:16]2)[CH2:2][CH2:3][CH2:4][CH2:5][CH2:6][CH2:7]1.[ClH:23]>>[CH:1]1([O:8][c:9]2[cH:10][cH:11][c:12]([CH2:13][NH2:14])[cH:15][cH:16]2)[CH2:2][CH2:3][CH2:4][CH2:5][CH2:6][CH2:7]1. The reactants are sulphoxide, CS(=O)C (DMSO), ClC1=CC=C(C=O)C=C1 (p-chlorobenzaldehyde). The product is ClC1=CC=C(C=C1)C.ClC1=CC=C(C=C1)S(=O)C1=CC=C(C=C1)Cl (p-Chlorotoluene Bis(p-Chlorophenyl) Sulphoxide). As a reaction SMILES: [Cl:1][C:2]1[CH:9]=[CH:8][C:5]([CH:6]=O)=[CH:4][CH:3]=1.[CH3:10][S:11]([CH3:13])=[O:12]>>[Cl:1][C:2]1[CH:9]=[CH:8][C:5]([CH3:6])=[CH:4][CH:3]=1.[Cl:1][C:2]1[CH:9]=[CH:8][C:10]([S:11]([C:13]2[CH:4]=[CH:3][C:2]([Cl:1])=[CH:9][CH:8]=2)=[O:12])=[CH:4][CH:3]=1 |f:2.3|. Reported procedure: The yield of p-chlorobenzaldehyde is 50%. Compared with the reaction with DMSO as sulphoxide, the yield is thus higher by a factor of 1.32. The difference between the ionisation potentials is 0.2 eV in this case. Starting materials: FC(C(C(=O)O)(C)C)(F)F (3,3,3-trifluoro-2,2-dimethylpropanoic acid), BrCC1=CC2=CC=CC=C2C=C1 (2-(bromomethyl)naphthalene), C([O-])([O-])=O.[K+].[K+] (potassium carbonate). The solvent is CN(C)C=O (DMF), CCOC(=O)C (EtOAc). Conditions: temperature 30 celsius, time 8 hour. Yields the product FC(C(C(=O)OCC1=CC2=CC=CC=C2C=C1)(C)C)(F)F (Naphthalen-2-ylmethyl 3,3,3-trifluoro-2,2-dimethylpropanoate). Reaction SMILES: [F:1][C:2]([F:10])([F:9])[C:3]([CH3:8])([CH3:7])[C:4]([OH:6])=[O:5].Br[CH2:12][C:13]1[CH:22]=[CH:21][C:20]2[C:15](=[CH:16][CH:17]=[CH:18][CH:19]=2)[CH:14]=1.C(=O)([O-])[O-].[K+].[K+]>CN(C=O)C.CCOC(C)=O>[F:1][C:2]([F:10])([F:9])[C:3]([CH3:8])([CH3:7])[C:4]([O:6][CH2:12][C:13]1[CH:22]=[CH:21][C:20]2[C:15](=[CH:16][CH:17]=[CH:18][CH:19]=2)[CH:14]=1)=[O:5] |f:2.3.4|. Reported procedure: A mixture of 3,3,3-trifluoro-2,2-dimethylpropanoic acid (2.96 g, 19.0 mmol), 2-(bromomethyl)naphthalene (4.19 g, 19.0 mmol), and potassium carbonate (7.86 g, 56.9 mmol) in 50 ml of anhydrous DMF was stirred at 30° C. overnight. Diluted with 150 ml of EtOAc, washed with 150 ml of H2O, 2×100 ml of 1N NaOH, 2×100 ml of 1N HCl, dried (Na2SO4) and concentrated to give an oil that was purified by ISCO using EtOAc in hexanes (5%) as eluents to provide the title compound as an oil. As a reaction SMILES: [CH2:1]([O:8][C:9](=[O:37])[NH:10][CH2:11][C@H:12]([N:28](C(OC(C)(C)C)=O)[CH3:29])[CH2:13][O:14][C:15](=[O:27])[NH:16][C:17]1[N:18]=[CH:19][C:20]2[C:25]([CH:26]=1)=[CH:24][CH:23]=[CH:22][CH:21]=2)[C:2]1[CH:7]=[CH:6][CH:5]=[CH:4][CH:3]=1.Cl>CO>[CH2:1]([O:8][C:9]([NH:10][CH2:11][C@H:12]([NH:28][CH3:29])[CH2:13][O:14][C:15](=[O:27])[NH:16][C:17]1[N:18]=[CH:19][C:20]2[C:25]([CH:26]=1)=[CH:24][CH:23]=[CH:22][CH:21]=2)=[O:37])[C:2]1[CH:3]=[CH:4][CH:5]=[CH:6][CH:7]=1. The product is C(C1=CC=CC=C1)OC(=O)NC[C@@H](COC(NC=1N=CC2=CC=CC=C2C1)=O)NC (Isoquinolin-3-yl-carbamic acid (S)-3-benzyloxycarbonylamino-2-methylamino-propyl ester). Yield: 97.7%. Conditions: time 2 hour. Procedure details: To a solution of [(S)-2-(tert-Butoxycarbonyl-methyl-amino)-3-(isoquinolin-3-ylcarbamoyloxy)-propyl]-carbamic acid benzyl ester (4.58 g, 9.0 mmol) in MeOH (7.5 mL) was added HCl (4 N in 1,4-dioxane, 22.5 mL, 90.0 mmol). The mixture was stirred at RT for 2 h, concentrated, and re-dissolved in EtOAc. The organic mixture was washed with sat. NaHCO3, water, and brine, dried over Na2SO4, filtered, and concentrated to give Isoquinolin-3-yl-carbamic acid (S)-3-benzyloxycarbonylamino-2-methylamino-propyl... The reactants are C(C1=CC=CC=C1)OC(NC[C@@H](COC(NC=1N=CC2=CC=CC=C2C1)=O)N(C)C(=O)OC(C)(C)C)=O ([(S)-2-(tert-Butoxycarbonyl-methyl-amino)-3-(isoquinolin-3-ylcarbamoyloxy)-propyl]-carbamic acid benzyl ester), Cl (HCl). Solvent: CO (MeOH). The reactants are COC(=O)C1N(CC(C1)CCC(C)(F)F)C(=O)OC(C)(C)C (4-(3,3-difluoro-butyl)-pyrrolidine-1,2-dicarboxylic acid 1-tert-butyl ester 2-methyl ester), O.[OH-].[Li+] (lithium hydroxide monohydrate). Run in C1CCOC1 (THF), O (water). Conditions: time 8 hour. Product: C(C)(C)(C)OC(=O)N1C(CC(C1)CCC(C)(F)F)C(=O)O (4-(3,3-difluoro-butyl)-pyrrolidine-1,2-dicarboxylic acid 1-tert-butyl ester). The yield is 84.5%. As a reaction SMILES: C[O:2][C:3]([CH:5]1[CH2:9][CH:8]([CH2:10][CH2:11][C:12]([F:15])([F:14])[CH3:13])[CH2:7][N:6]1[C:16]([O:18][C:19]([CH3:22])([CH3:21])[CH3:20])=[O:17])=[O:4].O.[OH-].[Li+]>C1COCC1.O>[C:19]([O:18][C:16]([N:6]1[CH2:7][CH:8]([CH2:10][CH2:11][C:12]([F:14])([F:15])[CH3:13])[CH2:9][CH:5]1[C:3]([OH:4])=[O:2])=[O:17])([CH3:20])([CH3:21])[CH3:22] |f:1.2.3|. Procedure details: To a mixture of 4-(3,3-difluoro-butyl)-pyrrolidine-1,2-dicarboxylic acid 1-tert-butyl ester 2-methyl ester (92.7 mg, 0.23 mmol, 1 equiv) in THF (1.2 mL) and water (0.4 mL) was added lithium hydroxide monohydrate (49 mg, 1.17 mmol, 5 equiv). The reaction mixture was stirred at rt overnight. the THF was removed under vacuum. The residue was diluted with water, washed with ether. The aqueous layer was taken up in ethyl acetate, partitioned with 10% citric acid. The organic layer was washed with wat... Starting materials: C(C)OC(C(CC1=CC=C(C=C1)OCCC1N(C(N(C1)CC1=CC(=CC=C1)OC)=O)C)(OC1=CC=CC=C1)C)=O (3-(4-{2-[1-(3-methoxy-benzyl)-3-methyl-2-oxo-imidazolidin-4-yl]-ethoxy}-phenyl)-2-methyl-2-phenoxy-propionic acid ethyl ester), [OH-].[Na+] (NaOH). The solvent is C(C)O (ethanol). Product: COC=1C=C(CN2C(N(C(C2)CCOC2=CC=C(C=C2)CC(C(=O)O)(OC2=CC=CC=C2)C)C)=O)C=CC1 (3-(4-{2-[1-(3-methoxy-benzyl)-3-methyl-2-oxo-imidazolidin-4-yl]-ethoxy}-phenyl)-2-methyl-2-phenoxy-propionic acid). Isolated yield 97.2%. RXN SMILES: C([O:3][C:4](=[O:40])[C:5]([CH3:39])([O:32][C:33]1[CH:38]=[CH:37][CH:36]=[CH:35][CH:34]=1)[CH2:6][C:7]1[CH:12]=[CH:11][C:10]([O:13][CH2:14][CH2:15][CH:16]2[CH2:20][N:19]([CH2:21][C:22]3[CH:27]=[CH:26][CH:25]=[C:24]([O:28][CH3:29])[CH:23]=3)[C:18](=[O:30])[N:17]2[CH3:31])=[CH:9][CH:8]=1)C.[OH-].[Na+]>C(O)C>[CH3:29][O:28][C:24]1[CH:23]=[C:22]([CH:27]=[CH:26][CH:25]=1)[CH2:21][N:19]1[CH2:20][CH:16]([CH2:15][CH2:14][O:13][C:10]2[CH:9]=[CH:8][C:7]([CH2:6][C:5]([CH3:39])([O:32][C:33]3[CH:38]=[CH:37][CH:36]=[CH:35][CH:34]=3)[C:4]([OH:40])=[O:3])=[CH:12][CH:11]=2)[N:17]([CH3:31])[C:18]1=[O:30] |f:1.2|. Procedure details: A solution of 3-(4-{2-[1-(3-methoxy-benzyl)-3-methyl-2-oxo-imidazolidin-4-yl]-ethoxy}-phenyl)-2-methyl-2-phenoxy-propionic acid ethyl ester (0.28 g, 0.51 mmol) in ethanol (20 mL) is treated with aqueous 5 N NaOH (2 mL) and heated to reflux 1 h. The reaction mixture is cooled, the solvent removed in vacuo. The resultant residue is acidified with aqueous 1 N HCl (20 mL) and extracted with CH2Cl2. The organic layer is dried (Na2SO4) and the solvent removed in vacuo to afford 0.257 g (97%) 3-(4-{2-[... The reactants are CN(C=1C=C2CCNC(C2=CC1)=O)C (6-Dimethylamino-3,4-dihydro-2H-isoquinolin-1-one), BrC1=C(COC(C)=O)C(=CC=C1)Br (Acetic acid 2,6-dibromo-benzyl ester), cuprous iodide, C([O-])([O-])=O.[K+].[K+] (potassium carbonate). Solvent: CS(=O)C (DMSO). Conditions: temperature 150 celsius. Yields the product BrC1=C(COC(C)=O)C(=CC=C1)N1C(C2=CC=C(C=C2CC1)N(C)C)=O (Acetic acid 2-bromo-6-(6-dimethylamino-1-oxo-3,4-dihydro-1H-isoquinolin-2-yl)-benzyl ester). Isolated yield 27.9%. Reaction SMILES: [CH3:1][N:2]([CH3:14])[C:3]1[CH:4]=[C:5]2[C:10](=[CH:11][CH:12]=1)[C:9](=[O:13])[NH:8][CH2:7][CH2:6]2.[Br:15][C:16]1[CH:26]=[CH:25][CH:24]=[C:23](Br)[C:17]=1[CH2:18][O:19][C:20](=[O:22])[CH3:21].C(=O)([O-])[O-].[K+].[K+]>CS(C)=O>[Br:15][C:16]1[CH:26]=[CH:25][CH:24]=[C:23]([N:8]2[CH2:7][CH2:6][C:5]3[C:10](=[CH:11][CH:12]=[C:3]([N:2]([CH3:14])[CH3:1])[CH:4]=3)[C:9]2=[O:13])[C:17]=1[CH2:18][O:19][C:20](=[O:22])[CH3:21] |f:2.3.4|. Reported procedure: 6-Dimethylamino-3,4-dihydro-2H-isoquinolin-1-one (150 mg, 0.789 mmol), Acetic acid 2,6-dibromo-benzyl ester (487 mg, 1.58 mmol), cuprous iodide (30 mg, 0.16 mmol) and potassium carbonate (109 mg, 0.789 mmol) were deposited in a sealed vessel. 3 mL DMSO was added. Argon was bubbled through the mixture for 2 minutes and the lid was tightly closed. This was heated at 150° C. for 24 hours. Cuprous iodide (30 mg, 0.l6 mmol) was added and the mixture was heated at 150° C. for an additional 24 hours. T...